From a dataset of the Open Reaction Database (ORD), a public repository of structured organic reaction records. describe an organic reaction: reactants, conditions, products, and yield Reactants: CO, O=C[O-], Cc1nnc(Cl)cc1Oc1cccnc1N, [NH4+]. Product: Cc1nnccc1Oc1cccnc1N. As a reaction SMILES: [CH3:21][OH:22].[CH:17]([O-:18])=[O:19].[Cl:1][c:2]1[cH:3][c:4]([O:9][c:10]2[c:11]([NH2:16])[n:12][cH:13][cH:14][cH:15]2)[c:5]([CH3:8])[n:6][n:7]1.[NH4+:20]>>[cH:2]1[cH:3][c:4]([O:9][c:10]2[c:11]([NH2:16])[n:12][cH:13][cH:14][cH:15]2)[c:5]([CH3:8])[n:6][n:7]1. Starting materials: CO, COC(=O)C(C)(C)CCOc1ccc(C(=O)N2c3ccccc3C(N(C(=O)C3CC3)c3ccc(Cl)cc3)CC2C)cc1, [Na+], C1CCOC1, [OH-], O. The product is CC1CC(N(C(=O)C2CC2)c2ccc(Cl)cc2)c2ccccc2N1C(=O)c1ccc(OCCC(C)(C)C(=O)O)cc1. RXN SMILES: [CH3:50][OH:51].[Cl:1][c:2]1[cH:3][cH:4][c:5]([N:8]([CH:9]2[CH2:10][CH:11]([CH3:37])[N:12]([C:19](=[O:20])[c:21]3[cH:22][cH:23][c:24]([O:25][CH2:26][CH2:27][C:28]([C:29](=[O:30])[O:31][CH3:32])([CH3:33])[CH3:34])[cH:35][cH:36]3)[c:13]3[cH:14][cH:15][cH:16][cH:17][c:18]32)[C:38](=[O:39])[CH:40]2[CH2:41][CH2:42]2)[cH:6][cH:7]1.[Na+:44].[O:45]1[CH2:46][CH2:47][CH2:48][CH2:49]1.[OH-:43].[OH2:52]>>[Cl:1][c:2]1[cH:3][cH:4][c:5]([N:8]([CH:9]2[CH2:10][CH:11]([CH3:37])[N:12]([C:19](=[O:20])[c:21]3[cH:22][cH:23][c:24]([O:25][CH2:26][CH2:27][C:28]([C:29](=[O:30])[OH:31])([CH3:33])[CH3:34])[cH:35][cH:36]3)[c:13]3[cH:14][cH:15][cH:16][cH:17][c:18]32)[C:38](=[O:39])[CH:40]2[CH2:41][CH2:42]2)[cH:6][cH:7]1.